This data is from the Open Reaction Database (ORD), a public repository of structured organic reaction records. The task is: describe an organic reaction: reactants, conditions, products, and yield Starting materials: C(CCC)[Sn](CCCC)(CCCC)Cl (tributyltin chloride), CCCCCC (hexane), C(CCC)[Li] (normal butyl lithium), BrC=1C=NC=CC1 (3-bromopyridine). Run in O (water). Run at time 10 minute. Product: N1=CC(=CC=C1)[Sn](CCCC)(CCCC)CCCC ((3-Pyridyl)tributyltin). As a reaction SMILES: CCCCCC.C([Li])CCC.Br[C:13]1[CH:14]=[N:15][CH:16]=[CH:17][CH:18]=1.[CH2:19]([Sn:23](Cl)([CH2:28][CH2:29][CH2:30][CH3:31])[CH2:24][CH2:25][CH2:26][CH3:27])[CH2:20][CH2:21][CH3:22]>O>[N:15]1[CH:16]=[CH:17][CH:18]=[C:13]([Sn:23]([CH2:24][CH2:25][CH2:26][CH3:27])([CH2:28][CH2:29][CH2:30][CH3:31])[CH2:19][CH2:20][CH2:21][CH3:22])[CH:14]=1. Procedure: 1.45 ml of a hexane solution containing 1.54 M normal butyl lithium was added dropwise into 200 ml of diethyl solution containing 10.0 g of 3-bromopyridine at −78° C. in a nitrogen atmosphere over 10 minutes. After the dropwise addition, the mixture was stirred for 10 minutes and then 20 ml of tributyltin chloride was added dropwise thereinto over 10 minutes. Then, after stirring for 30 minutes, water was added to the reaction mixture and then extracted with ethyl acetate. The extract was washed... Starting materials: CO, Cl, COC(=O)C(=O)c1cn(C)c2cc(-c3ccc(OC(F)(F)F)cc3)ccc12, [Na+], [OH-], O. The product is Cn1cc(C(=O)C(=O)O)c2ccc(-c3ccc(OC(F)(F)F)cc3)cc21. RXN SMILES: [CH3:32][OH:33].[ClH:31].[F:1][C:2]([O:3][c:4]1[cH:5][cH:6][c:7](-[c:10]2[cH:11][cH:12][c:13]3[c:14]([C:20]([C:21](=[O:22])[O:23][CH3:24])=[O:25])[cH:15][n:16]([CH3:19])[c:17]3[cH:18]2)[cH:8][cH:9]1)([F:26])[F:27].[Na+:29].[OH-:28].[OH2:30]>>[F:1][C:2]([O:3][c:4]1[cH:5][cH:6][c:7](-[c:10]2[cH:11][cH:12][c:13]3[c:14]([C:20]([C:21](=[O:22])[OH:23])=[O:25])[cH:15][n:16]([CH3:19])[c:17]3[cH:18]2)[cH:8][cH:9]1)([F:26])[F:27]. Starting materials: COCCn1c(C)nc2cc(C(=O)OC)c3c(c21)OC(c1ccccc1)CC3, CCO, Cl, [Na+], [OH-]. Yields the product COCCn1c(C)nc2cc(C(=O)O)c3c(c21)OC(c1ccccc1)CC3. As a reaction SMILES: [CH3:1][O:2][CH2:3][CH2:4][n:5]1[c:6]([CH3:28])[n:7][c:8]2[c:9]1[c:10]1[c:15]([c:16]([C:18](=[O:19])[O:20][CH3:21])[cH:17]2)[CH2:14][CH2:13][CH:12]([c:22]2[cH:23][cH:24][cH:25][cH:26][cH:27]2)[O:11]1.[CH3:32][CH2:33][OH:34].[ClH:31].[Na+:30].[OH-:29]>>[CH3:1][O:2][CH2:3][CH2:4][n:5]1[c:6]([CH3:28])[n:7][c:8]2[c:9]1[c:10]1[c:15]([c:16]([C:18](=[O:19])[OH:20])[cH:17]2)[CH2:14][CH2:13][CH:12]([c:22]2[cH:23][cH:24][cH:25][cH:26][cH:27]2)[O:11]1.